describe an organic reaction: reactants, conditions, products, and yield From a dataset of the Open Reaction Database (ORD), a public repository of structured organic reaction records. Starting materials: BrCCC=C1C2=C(OCC3=C1C=CC=N3)C=CC(=C2)C(C)(C)O (2-[5-(3-Bromo-propylidene)-5,11-dihydro-10-oxa-1-aza-dibenzo[a,d]cyclohepten-7-yl]-propan-2-ol), ClC1=CC=C(C=C1)N1C(CNCC1)C (1-(4-Chloro-phenyl)-2-methyl-piperazine), [I-].[K+] (potassium iodide). The solvent is C(C)(C)O (isopropanol). Conditions: temperature 80 celsius, time 5 hour. Product: ClC1=CC=C(C=C1)N1C(CN(CC1)CCC=C1C2=C(OCC3=C1C=CC=N3)C=CC(=C2)C(C)(C)O)C (2-(5-{3-[4-(4-Chloro-phenyl)-3-methyl-piperazin-1-yl]-propylidene}-5,11-dihydro-10-oxa-1-aza-dibenzo[a,d]cyclohepten-7-yl)-propan-2-ol). Isolated yield 68.2%. As a reaction SMILES: Br[CH2:2][CH2:3][CH:4]=[C:5]1[C:11]2[CH:12]=[CH:13][CH:14]=[N:15][C:10]=2[CH2:9][O:8][C:7]2[CH:16]=[CH:17][C:18]([C:20]([OH:23])([CH3:22])[CH3:21])=[CH:19][C:6]1=2.[Cl:24][C:25]1[CH:30]=[CH:29][C:28]([N:31]2[CH2:36][CH2:35][NH:34][CH2:33][CH:32]2[CH3:37])=[CH:27][CH:26]=1.[I-].[K+]>C(O)(C)C>[Cl:24][C:25]1[CH:26]=[CH:27][C:28]([N:31]2[CH2:36][CH2:35][N:34]([CH2:2][CH2:3][CH:4]=[C:5]3[C:11]4[CH:12]=[CH:13][CH:14]=[N:15][C:10]=4[CH2:9][O:8][C:7]4[CH:16]=[CH:17][C:18]([C:20]([OH:23])([CH3:22])[CH3:21])=[CH:19][C:6]3=4)[CH2:33][CH:32]2[CH3:37])=[CH:29][CH:30]=1 |f:2.3|. Reported procedure: A solution of 2-[5-(3-Bromo-propylidene)-5,11-dihydro-10-oxa-1-aza-dibenzo[a,d]cyclohepten-7-yl]-propan-2-ol (0.24 g, 0.64 mmol) in isopropanol (5 mL) was treated with 1-(4-Chloro-phenyl)-2-methyl-piperazine (0.25 g, 1.2 mmol) and catalytic potassium iodide. The solution was stirred at 80° C. for 5 hr, and evaporated in vacuo. The residue was purified by silica gel chromatography (ethyl acetate→87:10:3 ethyl acetate/methanol/triethylamine) to yield 0.22 g (69%) of the title compound, 1H-NMR (CDC... Reactants: C(C)(=O)N1CCC(CC1)C1=NN(C2=CC(=CC=C12)Cl)C1=CC=CC=C1 (1-acetyl-4-(6-chloro-1-phenyl-1H-indazol-3-yl)piperidine), Cl (HCl). Solvent: O (water). Product: ClC1=CC=C2C(=NN(C2=C1)C1=CC=CC=C1)C1CCNCC1 (6-chloro-1-phenyl-3-(4-piperidinyl)-1H-indazole). Isolated yield 79.5%. As a reaction SMILES: C([N:4]1[CH2:9][CH2:8][CH:7]([C:10]2[C:18]3[C:13](=[CH:14][C:15]([Cl:19])=[CH:16][CH:17]=3)[N:12]([C:20]3[CH:25]=[CH:24][CH:23]=[CH:22][CH:21]=3)[N:11]=2)[CH2:6][CH2:5]1)(=O)C.Cl>O>[Cl:19][C:15]1[CH:14]=[C:13]2[C:18]([C:10]([CH:7]3[CH2:8][CH2:9][NH:4][CH2:5][CH2:6]3)=[N:11][N:12]2[C:20]2[CH:25]=[CH:24][CH:23]=[CH:22][CH:21]=2)=[CH:17][CH:16]=1. Reported procedure: A mixture of 1-acetyl-4-(6-chloro-1-phenyl-1H-indazol-3-yl)piperidine (8.2 g; 0.023 mol) of Example 95(b) was stirred and refluxed with 6N HCl (75 ml) for 5 hours. The mixture was diluted with water and extracted with ethyl acetate. The ethyl acetate was evaporated and filtered. The aqueous solution was chilled, stirred and 50% NaOH was added dropwise. The resultant basic mixture was extracted with ethyl acetate and the organic extract was washed and dried and then concentrated to yield an oil w... The product is ClC1=C(C=CC(=C1)Cl)C1=CC=2N(C(=N1)O)N=C(N2)CN2CCOCC2 (7-(2,4-Dichlorophenyl)-2-(morpholin-4-ylmethyl)[1,2,4]triazolo[1,5-c]pyrimidin-5-ol). Conditions: temperature 160 celsius, time 3 hour. Procedure details: 1.33 g (4.7 mmol) of ethyl [2-cyano-1-(2,4-dichlorophenyl)ethenyl]carbamate (Example 128A) and 740 mg (4.7 mmol) of 2-morpholin-4-ylacetohydrazide are dissolved in NMP (6 ml) and stirred in a flask with a calcium chloride drying tube at an oil-bath temperature of 160° C. for 3 h. The reaction mixture is cooled to RT and ethyl acetate (100 ml) and water (50 ml) are added. The organic phase is separated off, dried with magnesium sulphate and concentrated. The residue is chromatographed on silica g... As a reaction SMILES: [C:1]([CH:3]=[C:4]([NH:13][C:14](=O)[O:15]CC)[C:5]1[CH:10]=[CH:9][C:8]([Cl:11])=[CH:7][C:6]=1[Cl:12])#[N:2].[N:19]1([CH2:25][C:26]([NH:28][NH2:29])=O)[CH2:24][CH2:23][O:22][CH2:21][CH2:20]1.C(OCC)(=O)C.O>CN1C(=O)CCC1>[Cl:12][C:6]1[CH:7]=[C:8]([Cl:11])[CH:9]=[CH:10][C:5]=1[C:4]1[N:13]=[C:14]([OH:15])[N:29]2[N:28]=[C:26]([CH2:25][N:19]3[CH2:24][CH2:23][O:22][CH2:21][CH2:20]3)[N:2]=[C:1]2[CH:3]=1. The reactants are C(#N)C=C(C1=C(C=C(C=C1)Cl)Cl)NC(OCC)=O (Ethyl [2-cyano-1-(2,4-dichlorophenyl)ethenyl]carbamate), N1(CCOCC1)CC(=O)NN (2-morpholin-4-ylacetohydrazide), C(C)(=O)OCC (ethyl acetate), O (water). Solvent: CN1CCCC1=O (NMP). The reactants are ClC1=CC(=C(C=C1O)N1C(N(C(=CC1=O)C(F)(F)F)C)=O)F (3-(4-chloro-2-fluoro-5-hydroxyphenyl)-1-methyl-6-trifluoromethyl-2,4(1H,3H)-pyrimidinedione), ClC(=O)N1CCCCC1 (N-chlorocarbonyl-piperidine), [H-].[Na+] (sodium hydride). The solvent is CN(C=O)C (dimethylformamide). Product: ClC1=C(C=C(C(=C1)F)N1C(N(C(=CC1=O)C(F)(F)F)C)=O)OC(=O)N1CCCCC1 ({2-chloro-5-[3,6-dihydro-2,6-dioxo-3-methyl-4-trifluoromethyl-1(2H) -pyrimidinyl]-4-fluorophenyl}-1-piperidinecarboxylate). As a reaction SMILES: [Cl:1][C:2]1[C:7]([OH:8])=[CH:6][C:5]([N:9]2[C:14](=[O:15])[CH:13]=[C:12]([C:16]([F:19])([F:18])[F:17])[N:11]([CH3:20])[C:10]2=[O:21])=[C:4]([F:22])[CH:3]=1.Cl[C:24]([N:26]1[CH2:31][CH2:30][CH2:29][CH2:28][CH2:27]1)=[O:25].[H-].[Na+]>CN(C)C=O>[Cl:1][C:2]1[CH:3]=[C:4]([F:22])[C:5]([N:9]2[C:14](=[O:15])[CH:13]=[C:12]([C:16]([F:18])([F:17])[F:19])[N:11]([CH3:20])[C:10]2=[O:21])=[CH:6][C:7]=1[O:8][C:24]([N:26]1[CH2:31][CH2:30][CH2:29][CH2:28][CH2:27]1)=[O:25] |f:2.3|. Procedure: using 3-(4-chloro-2-fluoro-5-hydroxyphenyl)-1-methyl-6-trifluoromethyl-2,4(1H,3H)-pyrimidinedione with N-chlorocarbonyl-piperidine and sodium hydride in dimethylformamide there is obtained {2-chloro-5-[3,6-dihydro-2,6-dioxo-3-methyl-4-trifluoromethyl-1(2H) -pyrimidinyl]-4-fluorophenyl}-1-piperidinecarboxylate, 1 -NMR (CDCl3, 400 MHz): 7.33 ppm (d,1H), 7.25 ppm (d,1H), 6.34 ppm (s,1H), 3.57°-3.69 ppm (m,2H), 3.53 ppm (d,3H), 3.44°-3.56 ppm (m,2H), 1.56°-1.70 ppm (m,6H); Starting materials: CC(C)N1C(=O)CC(C)(C)c2ccc(Br)cc21, O=C([O-])[O-], C1CCOC1, Cc1ccccc1, [Na+], [Na+]. The product is CC(C)N1CCC(C)(C)c2ccc(Br)cc21. Reaction SMILES: [Br:1][c:2]1[cH:3][cH:4][c:5]2[c:10]([cH:11]1)[N:9]([CH:12]([CH3:13])[CH3:14])[C:8](=[O:15])[CH2:7][C:6]2([CH3:16])[CH3:17].[C:18](=[O:19])([O-:20])[O-:21].[CH2:31]1[O:32][CH2:33][CH2:34][CH2:35]1.[CH3:24][c:25]1[cH:26][cH:27][cH:28][cH:29][cH:30]1.[Na+:22].[Na+:23]>>[Br:1][c:2]1[cH:3][cH:4][c:5]2[c:10]([cH:11]1)[N:9]([CH:12]([CH3:13])[CH3:14])[CH2:8][CH2:7][C:6]2([CH3:16])[CH3:17].